From a dataset of the Open Reaction Database (ORD), a public repository of structured organic reaction records. describe an organic reaction: reactants, conditions, products, and yield Starting materials: CS(=O)(=O)OCC1(CCCC1)C1=CC(=CC(=C1)C(F)(F)F)C(F)(F)F ((1-(3,5-bis(trifluoromethyl)phenyl)cyclopentyl)methyl methanesulfonate), FC(C1=CC=C(C=C1)C1(CCCC1)CC#N)(F)F ([1-(4-trifluoromethyl-phenyl)-cyclopentyl]-acetonitrile). Product: FC(C=1C=C(C=C(C1)C(F)(F)F)C1(CCCC1)CC#N)(F)F (2-(1-(3,5-bis(trifluoromethyl)phenyl)cyclopentyl)acetonitrile). As a reaction SMILES: CS(O[CH2:6][C:7]1([C:12]2[CH:17]=[C:16]([C:18]([F:21])([F:20])[F:19])[CH:15]=[C:14]([C:22]([F:25])([F:24])[F:23])[CH:13]=2)[CH2:11][CH2:10][CH2:9][CH2:8]1)(=O)=O.FC(F)(F)C1C=CC(C2(C[C:40]#[N:41])CCCC2)=CC=1>>[F:20][C:18]([F:19])([F:21])[C:16]1[CH:17]=[C:12]([C:7]2([CH2:6][C:40]#[N:41])[CH2:11][CH2:10][CH2:9][CH2:8]2)[CH:13]=[C:14]([C:22]([F:24])([F:25])[F:23])[CH:15]=1. Procedure: 2-(1-(3,5-bis(trifluoromethyl)phenyl)cyclopentyl)acetonitrile (459) was synthesized as a brown solid from (1-(3,5-bis(trifluoromethyl)phenyl)cyclopentyl)methyl methanesulfonate (458) following the procedure described for [1-(4-trifluoromethyl-phenyl)-cyclopentyl]-acetonitrile (241). Reactants: C(C)O (ethanol), [BH4-].[Na+] (sodium borohydride), [N+](=O)([O-])C1=C(C=CC=C1)S(=O)(=O)OC=1C=C(OCCCON2C(C=3C(C2=O)=CC=CC3)=O)C=C(C1)C (N-[3-[3-(2-nitrophenylsulfonyloxy)-5-methylphenoxy]propoxy]-phthalimide). The solvent is O1CCCC1 (tetrahydrofuran). Run at time 8 hour. Product: [N+](=O)([O-])C1=C(C=CC=C1)S(=O)(=O)OC=1C=C(OCCCON)C=C(C1)C (3-[3-(2-Nitrophenylsulfonyloxy)-5-methylphenoxy]propoxyamine). The yield is 64.4%. Reaction SMILES: [N+:1]([C:4]1[CH:9]=[CH:8][CH:7]=[CH:6][C:5]=1[S:10]([O:13][C:14]1[CH:15]=[C:16]([CH:33]=[C:34]([CH3:36])[CH:35]=1)[O:17][CH2:18][CH2:19][CH2:20][O:21][N:22]1C(=O)C2=CC=CC=C2C1=O)(=[O:12])=[O:11])([O-:3])=[O:2].C(O)C.[BH4-].[Na+]>O1CCCC1>[N+:1]([C:4]1[CH:9]=[CH:8][CH:7]=[CH:6][C:5]=1[S:10]([O:13][C:14]1[CH:15]=[C:16]([CH:33]=[C:34]([CH3:36])[CH:35]=1)[O:17][CH2:18][CH2:19][CH2:20][O:21][NH2:22])(=[O:12])=[O:11])([O-:3])=[O:2] |f:2.3|. Procedure: A solution of N-[3-[3-(2-nitrophenylsulfonyloxy)-5-methylphenoxy]propoxy]-phthalimide (2.33 g, 4.55 mmol), as prepared in the preceding step, in tetrahydrofuran (30 mL) and ethanol (30 mL) was treated with sodium borohydride (524 mg, 13.9 mmol). The reaction mixture was stirred at room temperature overnight, quenched carefully with 2N HCl (14 mL) and heated at 50° C. for 90 min. The reaction mixture was then concentrated to ¼ volume, basified with 2N NaOH, diluted with water, and extracted into ... Starting materials: FC(CCC1C(NCC1)=O)(F)F (3-(3,3,3-trifluoropropyl)pyrrolidin-2-one), [H-].[Na+] (NaH), ClCC(=O)N(CC)C=1C(=NN(C1)C=1C=NC=CC1)Cl (2-chloro-N-(3-chloro-1-(pyridin-3-yl)-1H-pyrazol-4-yl)-N-ethylacetamide). Yields the product ClC1=NN(C=C1N(C(CN1C(C(CC1)CCC(F)(F)F)=O)=O)CC)C=1C=NC=CC1 (N-(3-chloro-1-(pyridin-3-yl)-1H-pyrazol-4-yl)-N -ethyl-2-(2-oxo-3-(3,3,3-trifluoropropyl) pyrrolidin-1-yl)acetamide). RXN SMILES: [F:1][C:2]([F:12])([F:11])[CH2:3][CH2:4][CH:5]1[CH2:9][CH2:8][NH:7][C:6]1=[O:10].[H-].[Na+].Cl[CH2:16][C:17]([N:19]([C:22]1[C:23]([Cl:33])=[N:24][N:25]([C:27]2[CH:28]=[N:29][CH:30]=[CH:31][CH:32]=2)[CH:26]=1)[CH2:20][CH3:21])=[O:18]>>[Cl:33][C:23]1[C:22]([N:19]([CH2:20][CH3:21])[C:17](=[O:18])[CH2:16][N:7]2[CH2:8][CH2:9][CH:5]([CH2:4][CH2:3][C:2]([F:1])([F:11])[F:12])[C:6]2=[O:10])=[CH:26][N:25]([C:27]2[CH:28]=[N:29][CH:30]=[CH:31][CH:32]=2)[N:24]=1 |f:1.2|. Procedure: To 3-(3,3,3-trifluoropropyl)pyrrolidin-2-one in an appropriate reaction vessel may be added NaH (from about 1.0 eq to about 2.0 equivalent) in a solvent, such as THF (at a concentration between about 0.01 M to about 1 M) followed by 2-chloro-N-(3-chloro-1-(pyridin-3-yl)-1H-pyrazol-4-yl)-N-ethylacetamide (from about 0.5 eq to about 1.5 eq). The reaction may be stirred at a temperature from about 0° C. to about 25° C. until determined to be complete. After completion of the reaction, the product m... Reactants: C(C1=CC=CC=C1)OC(N(CC1=C(C=CC(=C1)C(F)(F)F)B1OC(C(O1)(C)C)(C)C)CC)=O (ethyl-[2-(4,4,5,5-tetramethyl-[1,3,2]dioxaborolan-2-yl)-5-trifluoromethyl-benzyl]-carbamic acid benzyl ester), C(C)OC(CC1=CC(=C(C=C1)Cl)OS(=O)(=O)C(F)(F)F)=O ((4-chloro-3-trifluoromethanesulfonyloxy-phenyl)-acetic acid ethyl ester). Yields the product C(C)OC(CC=1C=C(C(=CC1)Cl)C1=C(C=C(C=C1)C(F)(F)F)CN(CC)C(=O)OCC1=CC=CC=C1)=O ({2′-[(Benzyloxycarbonyl-ethyl-amino)-methyl]-6-chloro-4′-trifluoromethyl-biphenyl-3-yl}-acetic acid ethyl ester). RXN SMILES: [CH2:1]([O:8][C:9](=[O:33])[N:10]([CH2:31][CH3:32])[CH2:11][C:12]1[CH:17]=[C:16]([C:18]([F:21])([F:20])[F:19])[CH:15]=[CH:14][C:13]=1B1OC(C)(C)C(C)(C)O1)[C:2]1[CH:7]=[CH:6][CH:5]=[CH:4][CH:3]=1.[CH2:34]([O:36][C:37](=[O:54])[CH2:38][C:39]1[CH:44]=[CH:43][C:42]([Cl:45])=[C:41](OS(C(F)(F)F)(=O)=O)[CH:40]=1)[CH3:35]>>[CH2:34]([O:36][C:37](=[O:54])[CH2:38][C:39]1[CH:40]=[C:41]([C:13]2[CH:14]=[CH:15][C:16]([C:18]([F:20])([F:19])[F:21])=[CH:17][C:12]=2[CH2:11][N:10]([C:9]([O:8][CH2:1][C:2]2[CH:7]=[CH:6][CH:5]=[CH:4][CH:3]=2)=[O:33])[CH2:31][CH3:32])[C:42]([Cl:45])=[CH:43][CH:44]=1)[CH3:35]. Procedure: Prepared according to the procedure described in Example 1, Step 4, using the following starting materials: ethyl-[2-(4,4,5,5-tetramethyl-[1,3,2]dioxaborolan-2-yl)-5-trifluoromethyl-benzyl]-carbamic acid benzyl ester and (4-chloro-3-trifluoromethanesulfonyloxy-phenyl)-acetic acid ethyl ester. Starting materials: [OH-].[Na+] (NaOH), [OH-].[K+] (KOH), CC1=C(C2(CCCC2)CCC1)C(=O)OC (methyl 7-methylspiro[4.5]dec-6-ene-6-carboxylate). Run in CCO (EtOH). Yields the product crude product, C=C1C(C2(CCCC2)CCC1)C(=O)O (7-methylenespiro[4.5]decane-6-carboxylic acid), CC=1C(C2(CCCC2)CCC1)C(=O)O (7-methylspiro[4.5]dec-7-ene-6-carboxylic acid). The yield is 4.0%. Reaction SMILES: [OH-].[K+].[CH3:3][C:4]1[CH2:13][CH2:12][CH2:11][C:6]2([CH2:10][CH2:9][CH2:8][CH2:7]2)[C:5]=1[C:14]([O:16]C)=[O:15].[OH-].[Na+]>CCO>[CH2:3]=[C:4]1[CH2:13][CH2:12][CH2:11][C:6]2([CH2:10][CH2:9][CH2:8][CH2:7]2)[CH:5]1[C:14]([OH:16])=[O:15].[CH3:3][C:4]1[CH:5]([C:14]([OH:16])=[O:15])[C:6]2([CH2:11][CH2:12][CH:13]=1)[CH2:10][CH2:9][CH2:8][CH2:7]2 |f:0.1,3.4|. Reported procedure: A solution of KOH (47.5 g, 0.72 mol) in EtOH (200 ml) was treated with methyl 7-methylspiro[4.5]dec-6-ene-6-carboxylate (15 g, 0.072 mol, prepared as described in Example 26) and the resulting mixture was stirred at reflux for 6 h, poured into cold 2N aqueous NaOH (300 ml), and extracted twice with cyclohexane (100 ml). The combined organic phases were washed with 2N aqueous NaOH (100 ml), and the combined aqueous phases were acidified with conc. HCl, and extracted twice with MTBE (150 ml). The ...